From a dataset of the Open Reaction Database (ORD), a public repository of structured organic reaction records. describe an organic reaction: reactants, conditions, products, and yield Reactants: C(OC)(OC)=O (dimethyl carbonate), C(C)(=O)OC1=CC=CC=C1 (phenyl acetate). Yields the product C(OC1=CC=CC=C1)([O-])=O (phenyl carbonate), C(C)(=O)OC (methyl acetate). As a reaction SMILES: [C:1](=[O:6])([O:4]C)[O:2][CH3:3].[C:7]([O:10][C:11]1[CH:16]=[CH:15]C=[CH:13][CH:12]=1)(=[O:9])[CH3:8]>>[C:1](=[O:6])([O-:4])[O:2][C:3]1[CH:15]=[CH:16][CH:11]=[CH:12][CH:13]=1.[C:7]([O:10][CH3:11])(=[O:9])[CH3:8]. Procedure: reacting dimethyl carbonate with at least a portion of the phenyl acetate from step A to produce a phenyl carbonate and methyl acetate; Yields the product CC1=NOC(=C1)C1C(=CCCC1(C)C)C (3-Methyl-5-[2,6,6-trimethyl-cyclohex-2-en-1-yl]-isoxazole). RXN SMILES: [CH3:1][C:2]1[CH:3]([CH:10]2[O:16][CH:11]2[C:12](=[N:14]O)[CH3:13])[C:4]([CH3:9])([CH3:8])[CH2:5][CH2:6][CH:7]=1.C1(C)C=CC(S(O)(=O)=O)=CC=1.O>C1C=CC=CC=1>[CH3:13][C:12]1[CH:11]=[C:10]([CH:3]2[C:4]([CH3:8])([CH3:9])[CH2:5][CH2:6][CH:7]=[C:2]2[CH3:1])[O:16][N:14]=1. The reactants are CC=1C(C(CCC1)(C)C)C1C(C(C)=NO)O1 (4-[2,6,6-trimethyl-cyclohex-2-en-1-yl]-3,4-epoxy-2-butanone-oxime), C1(=CC=C(C=C1)S(=O)(=O)O)C (p-toluenesulphonic acid), O (water). The solvent is C1=CC=CC=C1 (benzene). Procedure details: 54 g of 4-[2,6,6-trimethyl-cyclohex-2-en-1-yl]-3,4-epoxy-2-butanone-oxime, which can be prepared as indicated above, in 500 ml of benzene were refluxed in the presence of 2 g of p-toluenesulphonic acid for about 4 hours. The water formed in the course of the reaction was removed as it formed by azeotropic distillation. Starting materials: N1CCC2(CC1)CSC1=C(O2)C2=CC=CC=C2C(C1=O)=O (spiro[naphtho[1,2-b][1,4]oxathiine-2,4′-piperidine]-5,6-dione), BrCCCCC1=CC=CC=C1 ((4-bromobutyl)benzene). The product is C1(=CC=CC=C1)CCCCN1CCC2(CC1)CSC1=C(O2)C2=CC=CC=C2C(C1=O)=O (1′-(4-phenylbutyl)spiro[naphtho[1,2-b][1,4]oxathiine-2,4′-piperidine]-5,6-dione). As a reaction SMILES: [NH:1]1[CH2:6][CH2:5][C:4]2([O:11][C:10]3[C:12]4[C:17]([C:18](=[O:21])[C:19](=[O:20])[C:9]=3[S:8][CH2:7]2)=[CH:16][CH:15]=[CH:14][CH:13]=4)[CH2:3][CH2:2]1.Br[CH2:23][CH2:24][CH2:25][CH2:26][C:27]1[CH:32]=[CH:31][CH:30]=[CH:29][CH:28]=1>>[C:27]1([CH2:26][CH2:25][CH2:24][CH2:23][N:1]2[CH2:2][CH2:3][C:4]3([O:11][C:10]4[C:12]5[C:17]([C:18](=[O:21])[C:19](=[O:20])[C:9]=4[S:8][CH2:7]3)=[CH:16][CH:15]=[CH:14][CH:13]=5)[CH2:5][CH2:6]2)[CH:32]=[CH:31][CH:30]=[CH:29][CH:28]=1. Procedure: Compound 149 was synthesized using spiro[naphtho[1,2-b][1,4]oxathiine-2,4′-piperidine]-5,6-dione and (4-bromobutyl)benzene and conditions outlined in procedure V. M.p.=145-147° C.; 400 MHz 1H NMR (DMSO-d6) δ: 7.93-7.88 (m, 1H), 7.84-7.73 (m, 2H), 7.62-7.52 (m, 1H), 7.35-7.1 (m, 5H), 3.06 (s, 2H), 2.76-2.64 (m, 2H), 2.62-2.54 (m, 2H), 2.4-2.2 (m, 4H), 2.04-1.9 (m, 2H), 1.87-1.7 (m, 2H), 1.68-1.4 (m, 4H); LCMS: 434 [M+H]. The reactants are C(=O)(OC(C)(C)C)N1CCN(CC1)C1=C(C=CC=C1)O (1-Boc-4-(2-hydroxy-phenyl)-piperazine), C(=O)([O-])[O-].[K+].[K+] (K2CO3), C(C(C)C)I (isobutyl iodide). Solvent: CCOC(=O)C (EtOAc), CN(C)C=O (DMF). Run at temperature 80 celsius, time 5 minute. Yields the product C(=O)(OC(C)(C)C)N1CCN(CC1)C1=C(C=CC=C1)OCC(C)C (N-Boc-4-(2-isobutoxy-phenyl)-piperazine). Yield: 62.5%. As a reaction SMILES: [C:1]([N:8]1[CH2:13][CH2:12][N:11]([C:14]2[CH:19]=[CH:18][CH:17]=[CH:16][C:15]=2[OH:20])[CH2:10][CH2:9]1)([O:3][C:4]([CH3:7])([CH3:6])[CH3:5])=[O:2].C([O-])([O-])=O.[K+].[K+].[CH2:27](I)[CH:28]([CH3:30])[CH3:29]>CN(C=O)C.CCOC(C)=O>[C:1]([N:8]1[CH2:13][CH2:12][N:11]([C:14]2[CH:19]=[CH:18][CH:17]=[CH:16][C:15]=2[O:20][CH2:27][CH:28]([CH3:30])[CH3:29])[CH2:10][CH2:9]1)([O:3][C:4]([CH3:7])([CH3:6])[CH3:5])=[O:2] |f:1.2.3|. Procedure details: To a solution of 1-Boc-4-(2-hydroxy-phenyl)-piperazine (560 mg, 2.0 mmol) in 10 mL of DMF was added K2CO3 (835 mg, 6 mmol). After stirring for about 5 minutes, isobutyl iodide (350 uL, 3 mmol) was added. After stirring overnight at 60° C., the solution was warmed to about 80° C. After stirring for about 4 hours, the solution was cooled to r.t. diluted with EtOAc, washed with water and brine, and then dried (Na2SO4), filtered and concentrated. Purification by silica gel chromatography (35 g SiO2,... Reactants: O=[N+]([O-])c1ccccc1S(=O)(=O)Cl, Nc1ccc(Cl)cn1. The product is O=[N+]([O-])c1ccccc1S(=O)(=O)Nc1ccc(Cl)cn1. As a reaction SMILES: [N+:1](=[O:2])([O-:3])[c:4]1[c:5]([S:10](=[O:11])(=[O:12])[Cl:13])[cH:6][cH:7][cH:8][cH:9]1.[NH2:14][c:15]1[n:16][cH:17][c:18]([Cl:21])[cH:19][cH:20]1>>[N+:1](=[O:2])([O-:3])[c:4]1[c:5]([S:10](=[O:11])(=[O:12])[NH:14][c:15]2[n:16][cH:17][c:18]([Cl:21])[cH:19][cH:20]2)[cH:6][cH:7][cH:8][cH:9]1. The reactants are ClC=1C=C(C=C(C1)F)C1=CC(=NN1C1=CC(=C(C=C1)F)C#N)C(=O)OCC (Ethyl 5-(3-chloro-5-fluorophenyl)-1-(3-cyano-4-fluorophenyl)-1H-pyrazole-3-carboxylate), ClC=1C=C(C=CC1F)N1N=C(C=C1C1=CC(=CC(=C1)F)Cl)C(=O)O (1-(3-Chloro-4-fluorophenyl)-5-(3-chloro-5-fluorophenyl)-1H-pyrazole-3-carboxylic acid). Run at time 6 hour. Product: ClC=1C=C(C=C(C1)F)C1=CC(=NN1C1=CC(=C(C=C1)F)C#N)C(=O)O (5-(3-Chloro-5-fluorophenyl)-1-(3-cyano-4-fluorophenyl)-1H-pyrazole-3-carboxylic acid). Reaction SMILES: [Cl:1][C:2]1[CH:3]=[C:4]([C:9]2[N:13]([C:14]3[CH:19]=[CH:18][C:17]([F:20])=[C:16]([C:21]#[N:22])[CH:15]=3)[N:12]=[C:11]([C:23]([O:25]CC)=[O:24])[CH:10]=2)[CH:5]=[C:6]([F:8])[CH:7]=1.ClC1C=C(N2C(C3C=C(F)C=C(Cl)C=3)=CC(C(O)=O)=N2)C=CC=1F>>[Cl:1][C:2]1[CH:3]=[C:4]([C:9]2[N:13]([C:14]3[CH:19]=[CH:18][C:17]([F:20])=[C:16]([C:21]#[N:22])[CH:15]=3)[N:12]=[C:11]([C:23]([OH:25])=[O:24])[CH:10]=2)[CH:5]=[C:6]([F:8])[CH:7]=1. Reported procedure: The preparation of the title compound takes place starting from the compound of Example 65A in analogy to the synthesis of the compound of Example 71A but with stiffing for 6 hours. 1.88 g of the title compound with 64% purity are obtained. Starting materials: [I-].COC1=C(C=CC=C1)[Zn+] (2-methoxyphenylzinc iodide), tetrakis(triphenylphospine)palladium (0), C(=O)(OC)[C@@H]1CC[C@H](CC1)C(=O)O (trans-4-carbomethoxycyclohexane-1-carboxylic acid), S(=O)(Cl)Cl (thionyl chloride), S(=O)(Cl)Cl (thionyl chloride). Run in O1CCCC1 (tetrahydrofuran). The product is COC(=O)C1CCC(CC1)C(C1=C(C=CC=C1)OC)=O (4-(2-Methoxybenzoyl)cyclohexanecarboxylic Acid Methyl Ester). Isolated yield 60.3%. Reaction SMILES: [C:1]([C@H:5]1[CH2:10][CH2:9][C@H:8]([C:11]([OH:13])=O)[CH2:7][CH2:6]1)([O:3][CH3:4])=[O:2].S(Cl)(Cl)=O.[I-].[CH3:19][O:20][C:21]1[CH:26]=[CH:25][CH:24]=[CH:23][C:22]=1[Zn+]>O1CCCC1>[CH3:4][O:3][C:1]([CH:5]1[CH2:6][CH2:7][CH:8]([C:11](=[O:13])[C:22]2[CH:23]=[CH:24][CH:25]=[CH:26][C:21]=2[O:20][CH3:19])[CH2:9][CH2:10]1)=[O:2] |f:2.3|. Reported procedure: In an oven dried 1 neck round bottom flask with reflux condenser and stirbar, trans-4-carbomethoxycyclohexane-1-carboxylic acid (1.11 g; 5.4 mmol) was heated to reflux in the presence of 30 mL thionyl chloride. After 3 hours reflux, mixture cooled to 40° C. under nitrogen flow, and excess thionyl chloride was removed at reduced pressure. Residue was taken up in 5 mL of dry tetrahydrofuran and added to a 0° C. mixture of 2-methoxyphenylzinc iodide (11.0 mL; 5.4 mmol), tetrakis(triphenylphospine)p... The reactants are C(C)OC(=O)C1=CN=C(C2=CC(=C(C=C12)OC)OC)C(C1=CC(=CC=C1)OCC(=O)O)=O (1-(3-carboxymethoxybenzoyl)-6,7-dimethoxy-isoquinoline-4-carboxylic acid ethyl ester), [OH-].[Li+] (lithium hydroxide). Solvent: CO (methanol). Reaction conditions: time 8 hour. The product is C(=O)(O)COC=1C=C(C(=O)C2=NC=C(C3=CC(=C(C=C23)OC)OC)C(=O)O)C=CC1 (1-(3-Carboxymethoxy-benzoyl)-6,7-dimethoxy-isoquinoline-4-carboxylic acid). The yield is 92.9%. Reaction SMILES: C([O:3][C:4]([C:6]1[C:15]2[C:10](=[CH:11][C:12]([O:18][CH3:19])=[C:13]([O:16][CH3:17])[CH:14]=2)[C:9]([C:20](=[O:32])[C:21]2[CH:26]=[CH:25][CH:24]=[C:23]([O:27][CH2:28][C:29]([OH:31])=[O:30])[CH:22]=2)=[N:8][CH:7]=1)=[O:5])C.[OH-].[Li+]>CO>[C:29]([CH2:28][O:27][C:23]1[CH:22]=[C:21]([CH:26]=[CH:25][CH:24]=1)[C:20]([C:9]1[C:10]2[C:15](=[CH:14][C:13]([O:16][CH3:17])=[C:12]([O:18][CH3:19])[CH:11]=2)[C:6]([C:4]([OH:5])=[O:3])=[CH:7][N:8]=1)=[O:32])([OH:31])=[O:30] |f:1.2|. Reported procedure: To a solution of 1-(3-carboxymethoxybenzoyl)-6,7-dimethoxy-isoquinoline-4-carboxylic acid ethyl ester (89 mg, 0.19 mmol) in 5 ml of methanol was added lithium hydroxide solution (0.5 N, 1.0 ml). The mixture was stirred at room temperature overnight. The reaction mixture was loaded to a preparative HPLC for purification to give 1-(3-Carboxymethoxy-benzoyl)-6,7-dimethoxy-isoquinoline-4-carboxylic acid as a fluffy solid (72.6 mg, 92%). ES-MS calcd for C21H17NO8 (m/e) 411.4, obsd 412.3 (M+H). Reactants: NC=1N(C=C(N1)CCCCCC#C)C(=O)OC(C)(C)C (tert-butyl 2-amino-4-(hept-6-ynyl)-1H-imidazole-1-carboxylate), N(=[N+]=[N-])CCNC(C1=CC(=CC(=C1)F)F)=O (N-(2-azidoethyl)-3,5-difluorobenzamide). Yields the product NC=1N(C=C(N1)CCCCCC=1N=NN(C1)CCNC(C1=CC(=CC(=C1)F)F)=O)C(=O)OC(C)(C)C (tert-butyl 2-amino-4-(5-(1-(2-(3,5-difluorobenzamido)ethyl)-1H-1,2,3-triazol-4-yl)pentyl)-1H-imidazole-1-carboxylate). As a reaction SMILES: [NH2:1][C:2]1[N:3]([C:14]([O:16][C:17]([CH3:20])([CH3:19])[CH3:18])=[O:15])[CH:4]=[C:5]([CH2:7][CH2:8][CH2:9][CH2:10][CH2:11][C:12]#[CH:13])[N:6]=1.[N:21]([CH2:24][CH2:25][NH:26][C:27](=[O:36])[C:28]1[CH:33]=[C:32]([F:34])[CH:31]=[C:30]([F:35])[CH:29]=1)=[N+:22]=[N-:23]>>[NH2:1][C:2]1[N:3]([C:14]([O:16][C:17]([CH3:20])([CH3:19])[CH3:18])=[O:15])[CH:4]=[C:5]([CH2:7][CH2:8][CH2:9][CH2:10][CH2:11][C:12]2[N:23]=[N:22][N:21]([CH2:24][CH2:25][NH:26][C:27](=[O:36])[C:28]3[CH:29]=[C:30]([F:35])[CH:31]=[C:32]([F:34])[CH:33]=3)[CH:13]=2)[N:6]=1. Reported procedure: tert-butyl 2-amino-4-(hept-6-ynyl)-1H-imidazole-1-carboxylate (0.123 g, 0.442 mmol) was reacted with N-(2-azidoethyl)-3,5-difluorobenzamide (0.100 g, 0.442 mmol) following the general click procedure to give tert-butyl 2-amino-4-(5-(1-(2-(3,5-difluorobenzamido)ethyl)-1H-1,2,3-triazol-4-yl)pentyl)-1H-imidazole-1-carboxylate 1H NMR (300 MHz, CDCl3) δ 8.25 (s, 1H), δ 7.39 (m, 3H), δ 6.88 (t, 1H), δ 6.43 (s, 1H), δ 6.38 (bs, 2H), δ 4.55 (s, 2H), δ 3.93 (s, 2H), δ 2.56 (t, 2H), δ 2.24 (s, 2H), δ 1.55... Starting materials: BrCC1CC1, [Cl-], [H-], CCOC(=O)Cc1ccc([N+](=O)[O-])c(OCC(F)(F)F)c1, [NH4+], [Na+], CN(C)C=O. Product: CCOC(=O)C(CC1CC1)c1ccc([N+](=O)[O-])c(OCC(F)(F)F)c1. Reaction SMILES: [CH:24]1([CH2:27][Br:28])[CH2:25][CH2:26]1.[Cl-:29].[H-:23].[N+:1](=[O:2])([O-:3])[c:4]1[c:5]([O:16][CH2:17][C:18]([F:19])([F:20])[F:21])[cH:6][c:7]([CH2:10][C:11](=[O:12])[O:13][CH2:14][CH3:15])[cH:8][cH:9]1.[NH4+:30].[Na+:22].[O:31]=[CH:32][N:33]([CH3:34])[CH3:35]>>[N+:1](=[O:2])([O-:3])[c:4]1[c:5]([O:16][CH2:17][C:18]([F:19])([F:20])[F:21])[cH:6][c:7]([CH:10]([C:11](=[O:12])[O:13][CH2:14][CH3:15])[CH2:27][CH:24]2[CH2:25][CH2:26]2)[cH:8][cH:9]1.